Dataset: the Open Reaction Database (ORD), a public repository of structured organic reaction records. Task: describe an organic reaction: reactants, conditions, products, and yield Reactants: Cl, Nc1ccccc1C(=O)c1ccccc1, Cc1ccc(S(=O)(=O)Cl)cc1, c1ccncc1. The product is Cc1ccc(S(=O)(=O)Nc2ccccc2C(=O)c2ccccc2)cc1. Reaction SMILES: [ClH:27].[NH2:1][c:2]1[c:3]([C:4](=[O:5])[c:6]2[cH:7][cH:8][cH:9][cH:10][cH:11]2)[cH:12][cH:13][cH:14][cH:15]1.[c:16]1([CH3:26])[cH:17][cH:18][c:19]([S:22](=[O:23])(=[O:24])[Cl:25])[cH:20][cH:21]1.[cH:28]1[cH:29][cH:30][n:31][cH:32][cH:33]1>>[NH:1]([c:2]1[c:3]([C:4](=[O:5])[c:6]2[cH:7][cH:8][cH:9][cH:10][cH:11]2)[cH:12][cH:13][cH:14][cH:15]1)[S:22]([c:19]1[cH:18][cH:17][c:16]([CH3:26])[cH:21][cH:20]1)(=[O:23])=[O:24]. The reactants are CC(C)(C)N1CCCC1C(=O)NCC(O)C(Cc1ccccc1)NC(=O)C(CC(N)=O)NC(=O)c1ccc(C(=O)OCc2ccccc2)cc1, CC(C)O. Yields the product CC(C)(C)N1CCCC1C(=O)NCC(O)C(Cc1ccccc1)NC(=O)C(CC(N)=O)NC(=O)c1ccc(C(=O)O)cc1. As a reaction SMILES: [CH2:1]([c:2]1[cH:3][cH:4][cH:5][cH:6][cH:7]1)[O:8][C:9](=[O:10])[c:11]1[cH:12][cH:13][c:14]([C:15](=[O:16])[NH:17][CH:18]([CH2:19][C:20]([NH2:21])=[O:22])[C:23](=[O:24])[NH:25][CH:26]([CH:27]([CH2:28][NH:29][C:30]([CH:31]2[N:32]([C:36]([CH3:37])([CH3:38])[CH3:39])[CH2:33][CH2:34][CH2:35]2)=[O:40])[OH:41])[CH2:42][c:43]2[cH:44][cH:45][cH:46][cH:47][cH:48]2)[cH:49][cH:50]1.[CH:51]([OH:52])([CH3:53])[CH3:54]>>[O:8]=[C:9]([OH:10])[c:11]1[cH:12][cH:13][c:14]([C:15](=[O:16])[NH:17][CH:18]([CH2:19][C:20]([NH2:21])=[O:22])[C:23](=[O:24])[NH:25][CH:26]([CH:27]([CH2:28][NH:29][C:30]([CH:31]2[N:32]([C:36]([CH3:37])([CH3:38])[CH3:39])[CH2:33][CH2:34][CH2:35]2)=[O:40])[OH:41])[CH2:42][c:43]2[cH:44][cH:45][cH:46][cH:47][cH:48]2)[cH:49][cH:50]1. The reactants are ClC=1C=NC=C(C(=NO)Cl)C1 (5-Chloro-N-hydroxynicotinimidoyl chloride), ClC1=C(C=C(C=C1)C#C)Cl (1,2-dichloro-4-ethynylbenzene), N (NH3). Product: ClC=1C=C(C=NC1)C1=NOC(=C1)C1=CC(=C(C=C1)Cl)Cl (3-(5-Chloropyridin-3-yl)-5-(3,4-dichlorophenyl)isoxazole). As a reaction SMILES: [Cl:1][C:2]1[CH:3]=[N:4][CH:5]=[C:6]([CH:11]=1)[C:7](Cl)=[N:8][OH:9].[Cl:12][C:13]1[CH:18]=[CH:17][C:16]([C:19]#[CH:20])=[CH:15][C:14]=1[Cl:21].N>>[Cl:1][C:2]1[CH:11]=[C:6]([C:7]2[CH:20]=[C:19]([C:16]3[CH:17]=[CH:18][C:13]([Cl:12])=[C:14]([Cl:21])[CH:15]=3)[O:9][N:8]=2)[CH:5]=[N:4][CH:3]=1. Reported procedure: The titled compound was prepared according to Method CB using the product of Example 69B (57 mg, 0.3 mmol) and 1,2-dichloro-4-ethynylbenzene (Aldrich, 51 mg, 0.3 mmol). 1H NMR (300 MHz, DMSO-d6) δ 7.89 (d, J=1.2 Hz, 2H), 7.93 (s, 1H), 8.18 (s, 1H), 8.40-8.44 (m, 1H), 8.82 (d, J=2.4 Hz, 1H), 9.06 (d, J=2.0 Hz, 1H) ppm; MS (DCI/NH3) m/z 325 (M+H)+, 327 (M+H)+, 329 (M+H)+. The reactants are ClC1=CC=C(C=C1)C(C(=O)OC)N1C(C2=CC=CC(=C2C=C1)[N+](=O)[O-])=O (methyl 2-(4-chlorophenyl)-2-(5-nitro-1-oxoisoquinolin-2(1H)-yl)acetate), [Cl-].[NH4+] (ammonium chloride), O (water). Reagents/catalysts: [Fe] (iron). The solvent is ClCCl (dichloromethane). Run at temperature 80 celsius. Product: NC1=C2C=CN(C(C2=CC=C1)=O)C(C(=O)OC)C1=CC=C(C=C1)Cl (Methyl 2-(5-amino-1-oxoisoquinolin-2(1H)-yl)-2-(4-chlorophenyl)acetate). As a reaction SMILES: [Cl:1][C:2]1[CH:7]=[CH:6][C:5]([CH:8]([N:13]2[CH:22]=[CH:21][C:20]3[C:15](=[CH:16][CH:17]=[CH:18][C:19]=3[N+:23]([O-])=O)[C:14]2=[O:26])[C:9]([O:11][CH3:12])=[O:10])=[CH:4][CH:3]=1.[Cl-].[NH4+].O>[Fe].ClCCl>[NH2:23][C:19]1[CH:18]=[CH:17][CH:16]=[C:15]2[C:20]=1[CH:21]=[CH:22][N:13]([CH:8]([C:5]1[CH:4]=[CH:3][C:2]([Cl:1])=[CH:7][CH:6]=1)[C:9]([O:11][CH3:12])=[O:10])[C:14]2=[O:26] |f:1.2|. Procedure details: A round bottom flask was charged with methyl 2-(4-chlorophenyl)-2-(5-nitro-1-oxoisoquinolin-2(1H)-yl)acetate (4.2 g, 0.011 mol) ethanol (60 mL, 1 mol) and ammonium chloride (6 g, 0.1 mol) in water (60 mL, 3 mol) was added and the reaction heated at 80° C. and iron (2 g, 0.04 mol) was added in four portions 5 minutes apart. The reaction was heated for another 1 h at that temperature and cooled to room temperature and poured into 200 ml dichloromethane and extracted. The solvent was removed to obt...